Dataset: the Open Reaction Database (ORD), a public repository of structured organic reaction records. Task: describe an organic reaction: reactants, conditions, products, and yield Starting materials: C(CN)N (ethylenediamine), C(C1=CC=CC=C1)#N (benzonitrile). The product is C1(=CC=CC=C1)C=1NCCN1 (2-phenylimidazoline). Yield: 95.0%. As a reaction SMILES: [CH2:1]([NH2:4])[CH2:2][NH2:3].[C:5](#N)[C:6]1[CH:11]=[CH:10][CH:9]=[CH:8][CH:7]=1>>[C:6]1([C:5]2[NH:3][CH2:2][CH2:1][N:4]=2)[CH:11]=[CH:10][CH:9]=[CH:8][CH:7]=1. Reported procedure: The procedure described in Example 5 is followed except that 206 parts of benzonitrile and 132 parts of ethylenediamine are employed. 273.6 parts (95% of theory) of 2-phenylimidazoline, of boiling point 295° C./1,013 mbar, are obtained. Reactants: S1C=C(C=C1)C1=CN=C(S1)NC1=CC=C(C=C1)O (4-(5-thiophen-3-yl-thiazol-2-yl-amino)-phenol), ClC1=C(C=CC=C1)CC=O ((2-chlorophenyl)-acetaldehyde). Run in C(Cl)Cl.CO (CH2Cl2 MeOH). Product: ClC1=C(C=CC=C1)C1=CN=C(S1)NC1=CC=C(C=C1)O (4-[5-(2-Chloro-phenyl)-thiazol-2-ylamino]-phenol). RXN SMILES: S1C=CC(C2[S:10][C:9]([NH:11][C:12]3[CH:17]=[CH:16][C:15]([OH:18])=[CH:14][CH:13]=3)=[N:8]C=2)=C1.[Cl:19][C:20]1[CH:25]=[CH:24][CH:23]=[CH:22][C:21]=1[CH2:26][CH:27]=O>C(Cl)Cl.CO>[Cl:19][C:20]1[CH:25]=[CH:24][CH:23]=[CH:22][C:21]=1[C:26]1[S:10][C:9]([NH:11][C:12]2[CH:17]=[CH:16][C:15]([OH:18])=[CH:14][CH:13]=2)=[N:8][CH:27]=1 |f:2.3|. Procedure: The title compound is prepared as described in Example 12 (Procedure B) for 4-(5-thiophen-3-yl-thiazol-2-yl-amino)-phenol but starting from (2-chlorophenyl)-acetaldehyde. The title compound: ES-MS: 303.0 [M+H]+; single peak at tR=3.59 min (System 2); Rf=0.21 (CH2Cl2/MeOH, 95/5). Reactants: ice, Cl\C=C\C(CCCCC)=O (1-chloro-trans-1-octen-3-one), Br\C=C\C(CCCCC)=O (1-bromo-trans-1-octen-3 one), [BH4-].[Na+] (sodium borohydride). Run in C(C)O (ethanol). Run at time 2 hour. Product: Br\C=C\C(CCCCC)O (1-bromo-trans-1-octen-3-ol). Reaction SMILES: [BH4-].[Na+].[Br:3]/[CH:4]=[CH:5]/[C:6](=[O:12])[CH2:7][CH2:8][CH2:9][CH2:10][CH3:11].Cl/C=C/C(=O)CCCCC>C(O)C>[Br:3]/[CH:4]=[CH:5]/[CH:6]([OH:12])[CH2:7][CH2:8][CH2:9][CH2:10][CH3:11] |f:0.1|. Reported procedure: To an ice cooled mixture of 14.29 g. (0.378 mole) of sodium borohydride in 400 ml. of anhydrous ethanol is added the crude 1-bromo-trans-1-octen-3-one (Example 725), from 0.424 mole of 1-chloro-trans-1-octen-3-one) over 30 minutes. The mixture is stirred for 2 hours with ice cooling and is then partitioned between ice water and benzene. The organic phase is washed with water and saturated brine, dried (Na2SO4), and evaporated to an oil. Fractional distillation yields the title compound as a colo... The reactants are ClC1=CC=CC2=C1C(N(CC=1N2C=NC1C=1OC(=NN1)CCl)C)=O (7-chloro-3-(5-chloromethyl-1,3,4-oxadiazol-2-yl)-5-methyl-5,6-dihydro-4H-imidazo[1,5-a][1,4]benzodiazepin-6-one), C(C(C)C)NCC(C)C (diisobutylamine). Solvent: CN(C=O)C (N,N-dimethylformamide). Yields the product ClC1=CC=CC2=C1C(N(CC=1N2C=NC1C=1OC(=NN1)CN(CC(C)C)CC(C)C)C)=O (7-chloro-3-(5-diisobutylaminomethyl-1,3,4-oxadiazol-2-yl)-5-methyl-5,6-dihydro-4H-imidazo[1,5-a][1,4]benzodiazepin-6-one). Isolated yield 86.8%. As a reaction SMILES: [Cl:1][C:2]1[C:7]2[C:8](=[O:24])[N:9]([CH3:23])[CH2:10][C:11]3[N:12]([CH:13]=[N:14][C:15]=3[C:16]3[O:17][C:18]([CH2:21]Cl)=[N:19][N:20]=3)[C:6]=2[CH:5]=[CH:4][CH:3]=1.[CH2:25]([NH:29][CH2:30][CH:31]([CH3:33])[CH3:32])[CH:26]([CH3:28])[CH3:27]>CN(C)C=O>[Cl:1][C:2]1[C:7]2[C:8](=[O:24])[N:9]([CH3:23])[CH2:10][C:11]3[N:12]([CH:13]=[N:14][C:15]=3[C:16]3[O:17][C:18]([CH2:21][N:29]([CH2:30][CH:31]([CH3:33])[CH3:32])[CH2:25][CH:26]([CH3:28])[CH3:27])=[N:19][N:20]=3)[C:6]=2[CH:5]=[CH:4][CH:3]=1. Procedure details: 1.09 g (3 mmol) of 7-chloro-3-(5-chloromethyl-1,3,4-oxadiazol-2-yl)-5-methyl-5,6-dihydro-4H-imidazo[1,5-a][1,4]benzodiazepin-6-one were stirred at room temperature overnight with 0.97 g (7.5 mmol) of diisobutylamine and 15 ml of N,N-dimethylformamide. After evaporation of the reaction mixture and chromatography of the residue on silica gel while eluting with ethyl acetate there were obtained 1.19 g (86%) of 7-chloro-3-(5-diisobutylaminomethyl-1,3,4-oxadiazol-2-yl)-5-methyl-5,6-dihydro-4H-imidazo...